Dataset: the Open Reaction Database (ORD), a public repository of structured organic reaction records. Task: describe an organic reaction: reactants, conditions, products, and yield Conditions: time 5 hour. Reported procedure: To a solution of methyl 1-(2-(2-(morpholinomethyl)phenoxy)ethyl)-1H-indole-6-carboxylate (0.3 g, 0.83 mmol) in methanol (25 mL) was added a premixed (5 min) solution of NaOH (0.24 g, 6 mmol) and NH2OH (50% wt/wt in H2O, 1 mL) and H2O (2 mL). After stirring 5 hr at room temperature, the solution was concentrated and then diluted with H2O (30 mL) and the pH was adjusted to ˜9 with 1N HCl. The mixture was then extracted with ethyl acetate (100 mL) and concentrated to ˜3 mL and allowed to sit at roo... Starting materials: [OH-].[Na+] (NaOH), NO (NH2OH), O (H2O), O1CCN(CC1)CC1=C(OCCN2C=CC3=CC=C(C=C23)C(=O)OC)C=CC=C1 (methyl 1-(2-(2-(morpholinomethyl)phenoxy)ethyl)-1H-indole-6-carboxylate). The solvent is CO (methanol). Product: O1CCN(CC1)CC1=C(OCCN2C=CC3=CC=C(C=C23)C(=O)NO)C=CC=C1 (1-(2-(2-(morpholinomethyl)phenoxy)ethyl)-N-hydroxy-1H-indole-6-carboxamide). Yield: 29.0%. RXN SMILES: [O:1]1[CH2:6][CH2:5][N:4]([CH2:7][C:8]2[CH:29]=[CH:28][CH:27]=[CH:26][C:9]=2[O:10][CH2:11][CH2:12][N:13]2[C:21]3[C:16](=[CH:17][CH:18]=[C:19]([C:22](OC)=[O:23])[CH:20]=3)[CH:15]=[CH:14]2)[CH2:3][CH2:2]1.[OH-:30].[Na+].[NH2:32]O.O>CO>[O:1]1[CH2:2][CH2:3][N:4]([CH2:7][C:8]2[CH:29]=[CH:28][CH:27]=[CH:26][C:9]=2[O:10][CH2:11][CH2:12][N:13]2[C:21]3[C:16](=[CH:17][CH:18]=[C:19]([C:22]([NH:32][OH:30])=[O:23])[CH:20]=3)[CH:15]=[CH:14]2)[CH2:5][CH2:6]1 |f:1.2|. The reactants are ClS(=O)(=O)C1=CC=C(C=C1)CCC(C(C(C)=O)=[N+]=[N-])=O (6-(4-chlorosulfonylphenyl)-3-diazo-2,4-hexanedione), ClS(=O)(=O)C1=CC=C(C=C1)CCC(C(C(C)=O)=[N+]=[N-])=O (6-(4-chlorosulfonylphenyl)-3-diazo-2,4-hexanedione), N (ammonia). Run in C(C)#N (acetonitrile). Conditions: time 6 hour. Yields the product NS(=O)(=O)C1=CC=C(C=C1)CCC(C(C(C)=O)=[N+]=[N-])=O (6-(4-aminosulfonylphenyl)-3-diazo-2,4-hexanedione). Reaction SMILES: Cl[S:2]([C:5]1[CH:10]=[CH:9][C:8]([CH2:11][CH2:12][C:13](=[O:20])[C:14](=[N+:18]=[N-:19])[C:15](=[O:17])[CH3:16])=[CH:7][CH:6]=1)(=[O:4])=[O:3].[NH3:21]>C(#N)C>[NH2:21][S:2]([C:5]1[CH:10]=[CH:9][C:8]([CH2:11][CH2:12][C:13](=[O:20])[C:14](=[N+:18]=[N-:19])[C:15](=[O:17])[CH3:16])=[CH:7][CH:6]=1)(=[O:4])=[O:3]. Procedure details: To a solution of 6-(4-chlorosulfonylphenyl)-3-diazo-2,4-hexanedione (1.0 g, 3.2 mmol) obtained in Example 3, (3) in acetonitrile (5 ml), 28% aqueous ammonia (2 g) was added dropwise at 5°-10° C., and stirring was continued for 6 h at room temperature. Then the mixture was evaporated under reduced pressure and the residue was chromatographed on silica gel (Wako Gel C-200; manufactured by Wako Pure Chemical Industries, Ltd.) with n-hexane/ethyl acetate (from 5:1 to 2:1) as eluent to give the title... The reactants are O=C1CCO1, CN(C)C=O, [H-], [Na+], Oc1cccc(C=Cc2nc3ccccc3s2)c1. Product: O=C(O)CCOc1cccc(C=Cc2nc3ccccc3s2)c1. Reaction SMILES: [C:21]1(=[O:25])[CH2:22][CH2:23][O:24]1.[CH3:26][N:27]([CH3:28])[CH:29]=[O:30].[H-:1].[Na+:2].[OH:3][c:4]1[cH:5][c:6]([CH:7]=[CH:8][c:9]2[s:10][c:11]3[c:12]([n:13]2)[cH:14][cH:15][cH:16][cH:17]3)[cH:18][cH:19][cH:20]1>>[O:3]([c:4]1[cH:5][c:6]([CH:7]=[CH:8][c:9]2[s:10][c:11]3[c:12]([n:13]2)[cH:14][cH:15][cH:16][cH:17]3)[cH:18][cH:19][cH:20]1)[CH2:23][CH2:22][C:21](=[O:24])[OH:25]. Reactants: CN(C)CCCCCCO, CCCCCCN=C=O, C1CCOC1. Yields the product CCCCCCNC(=O)OCCCCCCN(C)C. RXN SMILES: [CH3:10][N:11]([CH2:12][CH2:13][CH2:14][CH2:15][CH2:16][CH2:17][OH:18])[CH3:19].[CH3:1][CH2:2][CH2:3][CH2:4][CH2:5][CH2:6][N:7]=[C:8]=[O:9].[O:20]1[CH2:21][CH2:22][CH2:23][CH2:24]1>>[CH3:1][CH2:2][CH2:3][CH2:4][CH2:5][CH2:6][NH:7][C:8](=[O:9])[O:18][CH2:17][CH2:16][CH2:15][CH2:14][CH2:13][CH2:12][N:11]([CH3:10])[CH3:19]. The reactants are c1ccc(COc2ccc3[nH]ccc3c2)cc1, CN1CCC(=O)CC1, CO, [K+], [OH-]. The product is CN1CC=C(c2c[nH]c3ccc(OCc4ccccc4)cc23)CC1. RXN SMILES: [CH2:3]([c:4]1[cH:5][cH:6][cH:7][cH:8][cH:9]1)[O:10][c:11]1[cH:12][c:13]2[cH:14][cH:15][nH:16][c:17]2[cH:18][cH:19]1.[CH3:20][N:21]1[CH2:22][CH2:23][C:24](=[O:27])[CH2:25][CH2:26]1.[CH3:28][OH:29].[K+:2].[OH-:1]>>[CH2:3]([c:4]1[cH:5][cH:6][cH:7][cH:8][cH:9]1)[O:10][c:11]1[cH:12][c:13]2[c:14]([C:24]3=[CH:23][CH2:22][N:21]([CH3:20])[CH2:26][CH2:25]3)[cH:15][nH:16][c:17]2[cH:18][cH:19]1. Reaction SMILES: [C:1]1([CH:9]=[CH:8][CH:7]=[C:5]([OH:6])[C:3]=1[OH:4])[OH:2].[Cl:10][CH2:11][C:12](O)=[O:13]>>[CH:8]1[C:9]([C:12]([CH2:11][Cl:10])=[O:13])=[C:1]([OH:2])[C:3]([OH:4])=[C:5]([OH:6])[CH:7]=1. Procedure: The condensation of pyrogallol and chloroacetic acid to form ω-chloro-2,3,4-trihydroxyacetophenone according to the invention is carried out using boron trifluoride as the condensing agent with a two-fold excess of chloroacetic acid. The reagents are mixed in any suitable manner and stirred together with moderate heating. When the reaction is complete the excess chloroacetic acid and boron trifluoride complex is removed by washing with water and filtering and, if desired, the product is recrysta... Yields the product C1=CC(=C(C(=C1C(=O)CCl)O)O)O (ω-chloro-2,3,4-trihydroxyacetophenone). Starting materials: C1(O)=C(O)C(O)=CC=C1 (pyrogallol), ClCC(=O)O (chloroacetic acid). The reactants are BrCCCCCCOCc1ccccc1, CCCC(=O)c1ccc(CC(C)C)cc1, [Cl-], [Mg], [NH4+], C1CCOC1. Yields the product [Br-], [Mg+]CCCCCCOCc1ccccc1. RXN SMILES: [Br:1][CH2:2][CH2:3][CH2:4][CH2:5][CH2:6][CH2:7][O:8][CH2:9][c:10]1[cH:11][cH:12][cH:13][cH:14][cH:15]1.[CH2:17]([c:18]1[cH:19][cH:20][c:21]([C:22](=[O:23])[CH2:24][CH2:25][CH3:26])[cH:27][cH:28]1)[CH:29]([CH3:30])[CH3:31].[Cl-:32].[Mg:16].[NH4+:33].[O:34]1[CH2:35][CH2:36][CH2:37][CH2:38]1>>[Br-:1].[CH2:2]([CH2:3][CH2:4][CH2:5][CH2:6][CH2:7][O:8][CH2:9][c:10]1[cH:11][cH:12][cH:13][cH:14][cH:15]1)[Mg+:16]. The reactants are C(C)OC(C=CC1=CC(=CC(=C1)OC)OC)=O (3-(3,5-dimethoxyphenyl)acrylic acid ethyl ester), O (water), 22,ethyl 3-(3,5-dimethoxyphenyl)propionate, [H-].[Al+3].[Li+].[H-].[H-].[H-] (lithium aluminum hydride). Run in O1CCCC1 (tetrahydrofuran). Conditions: time 15 minute. The product is COC=1C=C(C=C(C1)OC)CCCO (3-(3,5-Dimethoxyphenyl)propan-1-ol). RXN SMILES: C([O:3][C:4](=O)[CH:5]=[CH:6][C:7]1[CH:12]=[C:11]([O:13][CH3:14])[CH:10]=[C:9]([O:15][CH3:16])[CH:8]=1)C.[H-].[Al+3].[Li+].[H-].[H-].[H-].O>O1CCCC1>[CH3:16][O:15][C:9]1[CH:8]=[C:7]([CH2:6][CH2:5][CH2:4][OH:3])[CH:12]=[C:11]([O:13][CH3:14])[CH:10]=1 |f:1.2.3.4.5.6|. Procedure details: Synthesized from 3-(3,5-dimethoxyphenyl)acrylic acid ethyl ester according to an analogous synthetic method to Example 22,ethyl 3-(3,5-dimethoxyphenyl)propionate (38.4 g) was added dropwise to a solution of lithium aluminum hydride (12.3 g) in tetrahydrofuran (200 ml) on an ice bath, and the solution was stirred for 15 minutes at room temperature. To the reaction solution were sequentially added water (12 ml), an aqueous solution of 5N sodium hydroxide (12 ml) and water (28 ml), the suspension w... Reactants: O=C(NC(c1ccc(F)cc1)(C(F)(F)F)C(F)(F)F)c1ccccc1, O, O, O=S(=O)(O)O. Yields the product NC(c1ccc(F)cc1)(C(F)(F)F)C(F)(F)F. RXN SMILES: [C:1](=[O:2])([c:3]1[cH:4][cH:5][cH:6][cH:7][cH:8]1)[NH:9][C:10]([C:11]([F:12])([F:13])[F:14])([C:15]([F:16])([F:17])[F:18])[c:19]1[cH:20][cH:21][c:22]([F:25])[cH:23][cH:24]1.[OH2:26].[OH2:32].[S:27](=[O:28])(=[O:29])([OH:30])[OH:31]>>[NH2:9][C:10]([C:11]([F:12])([F:13])[F:14])([C:15]([F:16])([F:17])[F:18])[c:19]1[cH:20][cH:21][c:22]([F:25])[cH:23][cH:24]1. Reactants: C=1C=CC2=C(C1)C=CS2 (Thianaphthene), BrC=1C=CC(=C(C=O)C1)OCC (5-bromo-2-ethoxybenzaldehyde). Yields the product S1C2=C(C=C1CC1=C(C=CC(=C1)Br)OCC)C=CC=C2 (1-(Benzo[b]thiophen-2-ylmethyl)-5-bromo-2-ethoxybenzene). As a reaction SMILES: [CH:1]1[CH:2]=[CH:3][C:4]2[S:9][CH:8]=[CH:7][C:5]=2[CH:6]=1.[Br:10][C:11]1[CH:12]=[CH:13][C:14]([O:19][CH2:20][CH3:21])=[C:15]([CH:18]=1)[CH:16]=O>>[S:9]1[C:8]([CH2:16][C:15]2[CH:18]=[C:11]([Br:10])[CH:12]=[CH:13][C:14]=2[O:19][CH2:20][CH3:21])=[CH:7][C:5]2[CH:6]=[CH:1][CH:2]=[CH:3][C:4]1=2. Procedure: Thianaphthene and 5-bromo-2-ethoxybenzaldehyde were treated in a manner similar to Reference Example 7 to give the target compound.